Dataset: the Open Reaction Database (ORD), a public repository of structured organic reaction records. Task: describe an organic reaction: reactants, conditions, products, and yield The reactants are ClC1=NC(=C2N=C(N(C2=N1)C)CN1CCC(CC1)C(C)(C)O)N1CCOCC1 (2-(1-((2-chloro-9-methyl-6-morpholino-9H-purin-8-yl)methyl)piperidin-4-yl)propan-2-ol), COC(C)C1=NC2=C(N1)C=CC=C2 (2-(1-methoxyethyl)-1H-benzo[d]imidazole). Yields the product CO[C@@H](C)C1=NC2=C(N1C1=NC(=C3N=C(N(C3=N1)C)CN1CCC(CC1)C(C)(C)O)N1CCOCC1)C=CC=C2 ((S)-2-(1-((2-(2-(1-methoxyethyl)-1H-benzo[d]imidazol-1-yl)-9-methyl-6-morpholino-9H-purin-8-yl)methyl)piperidin-4-yl)propan-2-ol), 519. The yield is 15.9%. As a reaction SMILES: Cl[C:2]1[N:10]=[C:9]2[C:5]([N:6]=[C:7]([CH2:12][N:13]3[CH2:18][CH2:17][CH:16]([C:19]([OH:22])([CH3:21])[CH3:20])[CH2:15][CH2:14]3)[N:8]2[CH3:11])=[C:4]([N:23]2[CH2:28][CH2:27][O:26][CH2:25][CH2:24]2)[N:3]=1.[CH3:29][O:30][CH:31]([C:33]1[NH:37][C:36]2[CH:38]=[CH:39][CH:40]=[CH:41][C:35]=2[N:34]=1)[CH3:32]>>[CH3:29][O:30][C@H:31]([C:33]1[N:34]([C:2]2[N:10]=[C:9]3[C:5]([N:6]=[C:7]([CH2:12][N:13]4[CH2:18][CH2:17][CH:16]([C:19]([OH:22])([CH3:20])[CH3:21])[CH2:15][CH2:14]4)[N:8]3[CH3:11])=[C:4]([N:23]3[CH2:28][CH2:27][O:26][CH2:25][CH2:24]3)[N:3]=2)[C:35]2[CH:41]=[CH:40][CH:39]=[CH:38][C:36]=2[N:37]=1)[CH3:32]. Reported procedure: 2-(1-((2-chloro-9-methyl-6-morpholino-9H-purin-8-yl)methyl)piperidin-4-yl)propan-2-ol (0.15 g) was reacted with 2-(1-methoxyethyl)-1H-benzo[d]imidazole (97 mg) via General Procedure I for Buchwald coupling to give 32.1 mg of 516 [MS (Q1) 549.4 (M)+] and 32.4 mg of 519 [MS (Q1) 549.3 (M)+] following reverse phase purification and subsequent chiral separation. Reactants: CON(C(C1=CN=C(C=C1)C(F)(F)F)=O)C (N-methoxy-N-methyl-6-(trifluoromethyl)nicotinamide), C1(CC1)[Mg]Br (cyclopropylmagnesium bromide). The solvent is O1CCCC1 (tetrahydrofuran), O1CCCC1 (tetrahydrofuran). Reaction conditions: temperature 0 celsius, time 30 minute. Yields the product C1(CC1)C(=O)C=1C=NC(=CC1)C(F)(F)F (Cyclopropyl(6-(trifluoromethyl)pyridin-3-yl)methanone). As a reaction SMILES: CON(C)[C:4](=[O:15])[C:5]1[CH:10]=[CH:9][C:8]([C:11]([F:14])([F:13])[F:12])=[N:7][CH:6]=1.[CH:17]1([Mg]Br)[CH2:19][CH2:18]1>O1CCCC1>[CH:17]1([C:4]([C:5]2[CH:6]=[N:7][C:8]([C:11]([F:14])([F:13])[F:12])=[CH:9][CH:10]=2)=[O:15])[CH2:19][CH2:18]1. Procedure: To a stirred solution of N-methoxy-N-methyl-6-(trifluoromethyl)nicotinamide (1.00 g, 4.27 mmol) in tetrahydrofuran (30 mL) at 0° C. was added 0.5 M of cyclopropylmagnesium bromide in tetrahydrofuran (20 mL, 0.01 mol) dropwise over 15 minutes. The mixture was stirred at 0° C. for 30 minutes then at room temperature overnight. The reaction was quenched with 1N HCl. Solvent was pumped off and the water layer was extracted with ethyl acetate. Organics were combined and dried with MgSO4, filtered and... Starting materials: CC(C)(C)OC(=O)N1CCC(Oc2ccc([N+](=O)[O-])cc2Cl)CC1, O=C([O-])[O-], C=O, O=CO, [K+], [K+]. Product: CN1CCC(Oc2ccc([N+](=O)[O-])cc2Cl)CC1. RXN SMILES: [C:1]([O:2][C:6](=[O:3])[N:8]1[CH2:9][CH2:10][CH:11]([O:14][c:15]2[c:16]([Cl:24])[cH:17][c:18]([N+:21](=[O:22])[O-:23])[cH:19][cH:20]2)[CH2:12][CH2:13]1)([CH3:4])([CH3:5])[CH3:7].[C:27](=[O:28])([O-:29])[O-:30].[CH2:25]=[O:26].[CH:33]([OH:34])=[O:35].[K+:31].[K+:32]>>[CH3:6][N:8]1[CH2:9][CH2:10][CH:11]([O:14][c:15]2[c:16]([Cl:24])[cH:17][c:18]([N+:21](=[O:22])[O-:23])[cH:19][cH:20]2)[CH2:12][CH2:13]1.